Dataset: the Open Reaction Database (ORD), a public repository of structured organic reaction records. Task: describe an organic reaction: reactants, conditions, products, and yield Reactants: O=C([O-])O, CN(C)C=O, [H-], Ic1c[nH]c2ncncc12, [Na+], [Na+], O=S(=O)(Cl)c1ccccc1. Product: O=S(=O)(c1ccccc1)n1cc(I)c2cncnc21. RXN SMILES: [C:23](=[O:24])([OH:25])[O-:26].[CH3:28][N:29]([CH3:30])[CH:31]=[O:32].[H-:11].[I:1][c:2]1[cH:3][nH:4][c:5]2[n:6][cH:7][n:8][cH:9][c:10]12.[Na+:12].[Na+:27].[c:13]1([S:19](=[O:20])(=[O:21])[Cl:22])[cH:14][cH:15][cH:16][cH:17][cH:18]1>>[I:1][c:2]1[cH:3][n:4]([S:19]([c:13]2[cH:14][cH:15][cH:16][cH:17][cH:18]2)(=[O:20])=[O:21])[c:5]2[n:6][cH:7][n:8][cH:9][c:10]12. Starting materials: C(CC(C)C)(=O)Cl (isovaleryl chloride), ice, [Cl-].[Cl-].[Cl-].[Al+3] (aluminum trichloride), C1(=CC=CC=C1)C (toluene). Run at time 8 hour. Yields the product CC(CC(=O)C1=CC=C(C=C1)C)C (3,4′-Dimethylbutyrophenone). The yield is 100.0%. As a reaction SMILES: [C:1](Cl)(=[O:6])[CH2:2][CH:3]([CH3:5])[CH3:4].[Cl-].[Cl-].[Cl-].[Al+3].[C:12]1([CH3:18])[CH:17]=[CH:16][CH:15]=[CH:14][CH:13]=1>>[CH3:4][CH:3]([CH3:5])[CH2:2][C:1]([C:15]1[CH:16]=[CH:17][C:12]([CH3:18])=[CH:13][CH:14]=1)=[O:6] |f:1.2.3.4|. Reported procedure: Add slowly isovaleryl chloride (3.0 g, 24.88 mmol) to an ice-cold stirred solution of aluminum trichloride (4.976 g, 37.32 mmol) in anhydrous toluene (60 mL). Stir the reaction mixture at ambient temperature overnight. Add slowly ice-cold water and extract the mixture twice with EtOAc. Dry the combined organic extracts over Na2SO4, filter and concentrate in vacuo to give the desired intermediate (4.38 g, 100%) that was used without any further purification. GC-MS m/z: 176 (M+). Starting materials: NC1=C(C=CC=C1)O (2-aminophenol), N1CCC(C(=O)O)CC1 (isonipecotic acid), [OH-].[Na+] (sodium hydroxide). Run in polyphosphoric acid. The product is O1C(=NC2=C1C=CC=C2)C2CCNCC2 (4-(2-Benzoxazolyl)piperidine). Yield: 12.2%. RXN SMILES: [NH2:1][C:2]1[CH:7]=[CH:6][CH:5]=[CH:4][C:3]=1[OH:8].[NH:9]1[CH2:17][CH2:16][CH:12]([C:13](O)=O)[CH2:11][CH2:10]1.[OH-].[Na+]>>[O:8]1[C:3]2[CH:4]=[CH:5][CH:6]=[CH:7][C:2]=2[N:1]=[C:13]1[CH:12]1[CH2:16][CH2:17][NH:9][CH2:10][CH2:11]1 |f:2.3|. Procedure: A mixture of 2-aminophenol (20 g, 183 mmol), isonipecotic acid (23.7 g, 1 mol. equiv.) and polyphosphoric acid (50 ml) was heated together for 2 hours with stirring. The reaction mixture was cooled, poured onto ice (400 g) and solid sodium hydroxide (85 g) added until the solution achieved pH8. The solid was filtered off, slurried in water (500 ml) and filtered to give the title compound (4.5 g). Starting materials: FC1=C(C=CC(=C1)F)C([C@@H](C)O)=C ((2R)-3-(2,4-Difluorophenyl)-3-buten-2-ol), [OH-].[Na+] (NaOH), NaCI, [O-]S(=O)(=O)[O-].[Mg+2] (MgSO4), powder, C(C)(C)(C)OO (t-butyl hydroperoxide), C(=O)(OCC)[C@H](O)[C@@H](O)C(=O)OCC (diethyl L(+)-tartrate). The reagents and catalysts are CC([O-])C.[Ti+4].CC([O-])C.CC([O-])C.CC([O-])C (titanium (IV) isopropoxide). Solvent: C(Cl)Cl (CH2Cl2), C(Cl)Cl (CH2Cl2). Run at temperature -5 celsius, time 25 minute. The product is FC1=C(C=CC(=C1)F)[C@@]1([C@@H](C)O)CO1 ((2R,3S)-3-(2,4-Difluorophenyl)-3,4-epoxy-2-butanol). As a reaction SMILES: C([C@@H:6]([C@H:8]([C:10]([O:12][CH2:13]C)=O)[OH:9])O)(OCC)=O.C(OO)(C)(C)C.[F:21][C:22]1[CH:27]=[C:26]([F:28])[CH:25]=[CH:24][C:23]=1C(=C)[C@H](O)C.[OH-].[Na+].[O-]S([O-])(=O)=O.[Mg+2]>C(Cl)Cl.CC(C)[O-].[Ti+4].CC(C)[O-].CC(C)[O-].CC(C)[O-]>[F:21][C:22]1[CH:27]=[C:26]([F:28])[CH:25]=[CH:24][C:23]=1[C@@:10]1([O:12][CH2:13]1)[C@H:8]([OH:9])[CH3:6] |f:3.4,5.6,8.9.10.11.12|. Procedure: To a solution of diethyl L(+)-tartrate (8 ml, 0.047 mole) in dry CH2Cl2 (1.2 L) is added activated 3A° molecular sieve powder (300 g) and cooled the mixture to -5 ° C. Added a solution of titanium (IV) isopropoxide (30 ml, 0.10 mole) followed by t-butyl hydroperoxide (78 ml of 5-6M solution in decane) and continue to stir at -5° C. for 25 minutes. To this mixture, a solution of crude 6b, in CH2Cl2 (100 ml) is added and stirred for 12 hours at 5° C. Cooled the reaction mixture to -40° C., added 7...